Dataset: the Open Reaction Database (ORD), a public repository of structured organic reaction records. Task: describe an organic reaction: reactants, conditions, products, and yield The reactants are Compound 42, BrC(C)CCC (2-bromopentane), C(C1=CC=CC=C1)ONC(=O)NC1=CC=CC=C1 (1-benzyloxy-3-phenylurea). Yields the product C(C1=CC=CC=C1)ON(C(=O)NC1=CC=CC=C1)C(CCC)C (1-benzyloxy-1-(1-methylbutyl)-3-phenylurea). Yield: 67.8%. Reaction SMILES: Br[CH:2]([CH2:4][CH2:5][CH3:6])[CH3:3].[CH2:7]([O:14][NH:15][C:16]([NH:18][C:19]1[CH:24]=[CH:23][CH:22]=[CH:21][CH:20]=1)=[O:17])[C:8]1[CH:13]=[CH:12][CH:11]=[CH:10][CH:9]=1>>[CH2:7]([O:14][N:15]([CH:2]([CH3:3])[CH2:4][CH2:5][CH3:6])[C:16]([NH:18][C:19]1[CH:24]=[CH:23][CH:22]=[CH:21][CH:20]=1)=[O:17])[C:8]1[CH:9]=[CH:10][CH:11]=[CH:12][CH:13]=1. Procedure: Using the general method of Compound 42 Part B, 2-bromopentane (2.7 mL, 21.7 mmole) was reacted with 1-benzyloxy-3-phenylurea (4.9 g, 20.1 mmole) to provide 4.26 g of 1-benzyloxy-1-(1-methylbutyl)-3-phenylurea as a yellow oil. Reactants: [O-]S(=O)[O-].[Na+].[Na+] (Na2SO3), C(=O)([O-])[O-].[Na+].[Na+] (Na2CO3), P(=O)(O)(O)[O-].[K+] (potassium dihydrogen phosphate), IN1C(CCC1=O)=O (N-iodosuccinimide), CN(C(N(C)C)=N)C (tetramethylguanidine), OC1=C(C=C(C=C1)C1=CC=C(C=C1)C#N)C (4′-hydroxy-3′-methyl-1,1′-biphenyl-4-carbonitrile). Run in CCOCC (ether), CN(C)C=O (DMF). Reaction conditions: time 4 day. Yields the product OC1=C(C=C(C=C1I)C1=CC=C(C=C1)C#N)C (4′-hydroxy-5′-iodo-3′-methyl-1,1′-biphenyl-4-carbonitrile). Yield: 17.0%. Reaction SMILES: [OH:1][C:2]1[CH:7]=[CH:6][C:5]([C:8]2[CH:13]=[CH:12][C:11]([C:14]#[N:15])=[CH:10][CH:9]=2)=[CH:4][C:3]=1[CH3:16].[I:17]N1C(=O)CCC1=O.CN(C)C(=N)N(C)C.[O-]S([O-])=O.[Na+].[Na+].C([O-])([O-])=O.[Na+].[Na+].P([O-])(O)(O)=O.[K+]>CCOCC.CN(C=O)C>[OH:1][C:2]1[C:7]([I:17])=[CH:6][C:5]([C:8]2[CH:13]=[CH:12][C:11]([C:14]#[N:15])=[CH:10][CH:9]=2)=[CH:4][C:3]=1[CH3:16] |f:3.4.5,6.7.8,9.10|. Procedure: 4′-hydroxy-3′-methyl-1,1′-biphenyl-4-carbonitrile (875 mg, 4.18 mmol) was dissolved into DMF (20 mL) and treated with N-iodosuccinimide (1.012 g, 4.5 mmol). The solution was stirred at room temperature for four days. Then the mixture was stirred with tetramethylguanidine (1 mL) for ten minutes, poured into an aqueous mixture of Na2SO3 and Na2CO3, adjusted to pH 9 with aqueous potassium dihydrogen phosphate, and diluted with ether. The gum which separated from the biphasic mixture was dissolved i... Starting materials: [OH-].[Na+] (sodium hydroxide), C(=O)NC=1SC(=C(N1)C(C(=O)OCC)=NOC)Cl (ethyl 2-(2-formamido-5-chlorothiazol-4-yl)-2-methoxyiminoacetate). Conditions: time 4 hour. The product is C(=O)NC=1SC(=C(N1)C(C(=O)O)=NOC)Cl (2-(2-formamido-5-chlorothiazol-4-yl)-2-methoxyiminoacetic acid). The yield is 86.1%. RXN SMILES: [OH-].[Na+].[CH:3]([NH:5][C:6]1[S:7][C:8]([Cl:20])=[C:9]([C:11](=[N:17][O:18][CH3:19])[C:12]([O:14]CC)=[O:13])[N:10]=1)=[O:4]>>[CH:3]([NH:5][C:6]1[S:7][C:8]([Cl:20])=[C:9]([C:11](=[N:17][O:18][CH3:19])[C:12]([OH:14])=[O:13])[N:10]=1)=[O:4] |f:0.1|. Reported procedure: 1N-Aqueous sodium hydroxide (195 ml.) was added dropwise to an aqueous suspension (190 ml.) of ethyl 2-(2-formamido-5-chlorothiazol-4-yl)-2-methoxyiminoacetate (18.9 g.) under ice-cooling and stirred for 4 hrs. The reaction mixture was washed with ethyl acetate, and ethyl acetate was added to the aqueous solution, adjusted to pH 1.0 with 6N-hydrochloric acid and then saturated with sodium chloride. The ethyl acetate layer was separated and the remaining aqueous layer was washed with ethyl acetat... Reactants: CCCCCCC1C(=O)C2N(C1=O)C2(C)c1ccccc1[N+](=O)[O-], [H][H], C1CCOC1. Yields the product CCCCCCC1C(=O)C2N(C1=O)C2(C)c1ccccc1N. As a reaction SMILES: [CH2:1]([CH2:2][CH2:3][CH2:4][CH2:5][CH3:6])[CH:7]1[C:8](=[O:24])[N:9]2[C:10]([c:14]3[c:15]([N+:20]([O-:21])=[O:22])[cH:16][cH:17][cH:18][cH:19]3)([CH3:23])[CH:11]2[C:12]1=[O:13].[H:25][H:26].[O:27]1[CH2:28][CH2:29][CH2:30][CH2:31]1>>[CH2:1]([CH2:2][CH2:3][CH2:4][CH2:5][CH3:6])[CH:7]1[C:8](=[O:24])[N:9]2[C:10]([c:14]3[c:15]([NH2:20])[cH:16][cH:17][cH:18][cH:19]3)([CH3:23])[CH:11]2[C:12]1=[O:13]. Reactants: C(C)(C)(C)OC(=O)N1[C@H](CCC1)COC=1C(=NC=CC1)C(=O)OCC ((R)-ethyl 3-((1-(tert-butoxycarbonyl)pyrrolidin-2-yl)methoxy)picolinate), COC=1C=C(C(=NC1)C(=O)OCC)OC[C@@H]1N(CCC1)C(=O)[C@@H]1CC[C@H](CC1)C(F)(F)F (ethyl 5-methoxy-3-(((R)-1-(trans-4-(trifluoromethyl)cyclohexanecarbonyl)pyrrolidin-2-yl)methoxy)picolinate). Product: C(C)(C)(C)OC(=O)N1[C@H](CCC1)COC=1C(=NC=CC1)C(=O)O ((R)-3-((1-(tert-butoxycarbonyl)pyrrolidin-2-yl)methoxy)picolinic acid). RXN SMILES: [C:1]([O:5][C:6]([N:8]1[CH2:12][CH2:11][CH2:10][C@@H:9]1[CH2:13][O:14][C:15]1[C:16]([C:21]([O:23]CC)=[O:22])=[N:17][CH:18]=[CH:19][CH:20]=1)=[O:7])([CH3:4])([CH3:3])[CH3:2].COC1C=C(OC[C@H]2CCCN2C([C@H]2CC[C@H](C(F)(F)F)CC2)=O)C(C(OCC)=O)=NC=1>>[C:1]([O:5][C:6]([N:8]1[CH2:12][CH2:11][CH2:10][C@@H:9]1[CH2:13][O:14][C:15]1[C:16]([C:21]([OH:23])=[O:22])=[N:17][CH:18]=[CH:19][CH:20]=1)=[O:7])([CH3:4])([CH3:2])[CH3:3]. Reported procedure: The title compound was prepared according to the procedure described in Step 4 of EXAMPLE 31 using (R)-ethyl 3-((1-(tert-butoxycarbonyl)pyrrolidin-2-yl)methoxy)picolinate (EXAMPLE 33 Step 1) in stead of ethyl 5-methoxy-3-(((R)-1-(trans-4-(trifluoromethyl)cyclohexanecarbonyl)pyrrolidin-2-yl)methoxy)picolinate. Reactants: CN(C1CCOCC1)CC1=CC=C(C=C1)NC(=O)C=1CCS(C2=C(C1)C=C(C=C2)C2=CC=C(C=C2)OCCOCCC)(=O)=O (N-[4-[N-methyl-N-(tetrahydropyran-4-yl)aminomethyl]phenyl]-7-[4-(2-propoxyethoxy)phenyl]-1,1-dioxo-2,3-dihydro-1-benzothiepine-4-carboxamide), S(O)(O)(=O)=O (sulfuric acid). Run in CC(=O)C (acetone). Run at time 0.5 hour. Yields the product S(=O)(=O)(O)O.CN(C1CCOCC1)CC1=CC=C(C=C1)NC(=O)C=1CCS(C2=C(C1)C=C(C=C2)C2=CC=C(C=C2)OCCOCCC)(=O)=O (N-[4-[N-methyl-N-(tetrahydropyran-4-yl)aminomethyl]phenyl]-7-[4-(2-propoxyethoxy)phenyl]-1,1-dioxo-2,3-dihydro-1-benzothiepine-4-carboxamide sulfate). Reaction SMILES: [CH3:1][N:2]([CH2:9][C:10]1[CH:15]=[CH:14][C:13]([NH:16][C:17]([C:19]2[CH2:20][CH2:21][S:22](=[O:44])(=[O:43])[C:23]3[CH:29]=[CH:28][C:27]([C:30]4[CH:35]=[CH:34][C:33]([O:36][CH2:37][CH2:38][O:39][CH2:40][CH2:41][CH3:42])=[CH:32][CH:31]=4)=[CH:26][C:24]=3[CH:25]=2)=[O:18])=[CH:12][CH:11]=1)[CH:3]1[CH2:8][CH2:7][O:6][CH2:5][CH2:4]1.[S:45](=[O:49])(=[O:48])([OH:47])[OH:46]>CC(C)=O>[S:45]([OH:49])([OH:48])(=[O:47])=[O:46].[CH3:1][N:2]([CH2:9][C:10]1[CH:11]=[CH:12][C:13]([NH:16][C:17]([C:19]2[CH2:20][CH2:21][S:22](=[O:44])(=[O:43])[C:23]3[CH:29]=[CH:28][C:27]([C:30]4[CH:31]=[CH:32][C:33]([O:36][CH2:37][CH2:38][O:39][CH2:40][CH2:41][CH3:42])=[CH:34][CH:35]=4)=[CH:26][C:24]=3[CH:25]=2)=[O:18])=[CH:14][CH:15]=1)[CH:3]1[CH2:4][CH2:5][O:6][CH2:7][CH2:8]1 |f:3.4|. Reported procedure: To a solution of N-[4-[N-methyl-N-(tetrahydropyran-4-yl)aminomethyl]phenyl]-7-[4-(2-propoxyethoxy)phenyl]-1,1-dioxo-2,3-dihydro-1-benzothiepine-4-carboxamide (1.10 g) in acetone (150 ml) was added at room temperature 47% sulfuric acid (0.27 ml), and the mixture was stirred for 0.5 hours and concentrated under reduced pressure. To the residue was added 2-propanol, and the mixture was concentrated. To the residue was added 2-propanol, and the resulting solid was collected by filtration and dissolv... The reactants are C1(CC1)NC1=C(C=CC=C1)[N+](=O)[O-] (N-cyclopropyl-2-nitroaniline), [H][H] (hydrogen). Reagents/catalysts: [Pd] (palladium on charcoal). Solvent: C(C)O (ethanol). Product: C1(CC1)NC=1C(=CC=CC1)N (N1-cyclopropylbenzene-1,2-diamine). As a reaction SMILES: [CH:1]1([NH:4][C:5]2[CH:10]=[CH:9][CH:8]=[CH:7][C:6]=2[N+:11]([O-])=O)[CH2:3][CH2:2]1.[H][H]>[Pd].C(O)C>[CH:1]1([NH:4][C:5]2[C:6]([NH2:11])=[CH:7][CH:8]=[CH:9][CH:10]=2)[CH2:3][CH2:2]1. Reported procedure: Title compound 380 (3.1 g, 17.4 mmol) and palladium on charcoal 10% (0.3 g, 10% w/w) were mixed in ethanol (100 mL) and the reaction mixture was stirred under 45 PSI of hydrogen for 4 hours. The mixture was filtered to remove the catalyst and the filtrate was evaporated to afford title compound 381 as black oil that was used without further purification. MS (m/z): 148.9 (M+H).